From a dataset of the Open Reaction Database (ORD), a public repository of structured organic reaction records. describe an organic reaction: reactants, conditions, products, and yield The reactants are N1=CC=CC=2CCCC(C12)NCCCCN1C(C2=CC=CC=C2C1=O)=O (2-[4-(5,6,7,8-tetrahydro-quinolin-8-ylamino)-butyl]-isoindole-1,3-dione), BrCC1=CC=CC(=N1)N1C(C2=CC=CC=C2C1=O)=O (2-(6-bromomethyl-pyridin-2-yl)-isoindole-1,3-dione), CCN(C(C)C)C(C)C (DIPEA). Solvent: CC#N (CH3CN). The product is O=C1N(C(C2=CC=CC=C12)=O)C1=CC=CC(=N1)CN(CCCCN1C(C2=CC=CC=C2C1=O)=O)C1CCCC=2C=CC=NC12 (2-{4-[[6-(1,3-dioxo-1,3-dihydro-isoindol-2-yl)-pyridin-2-ylmethyl]-(5,6,7,8-tetrahydro-quinolin-8-yl)-amino]-butyl}-isoindole-1,3-dione). As a reaction SMILES: [N:1]1[C:10]2[CH:9]([NH:11][CH2:12][CH2:13][CH2:14][CH2:15][N:16]3[C:24](=[O:25])[C:23]4[C:18](=[CH:19][CH:20]=[CH:21][CH:22]=4)[C:17]3=[O:26])[CH2:8][CH2:7][CH2:6][C:5]=2[CH:4]=[CH:3][CH:2]=1.Br[CH2:28][C:29]1[N:34]=[C:33]([N:35]2[C:43](=[O:44])[C:42]3[C:37](=[CH:38][CH:39]=[CH:40][CH:41]=3)[C:36]2=[O:45])[CH:32]=[CH:31][CH:30]=1.CCN(C(C)C)C(C)C>CC#N>[O:45]=[C:36]1[C:37]2[C:42](=[CH:41][CH:40]=[CH:39][CH:38]=2)[C:43](=[O:44])[N:35]1[C:33]1[N:34]=[C:29]([CH2:28][N:11]([CH:9]2[C:10]3[N:1]=[CH:2][CH:3]=[CH:4][C:5]=3[CH2:6][CH2:7][CH2:8]2)[CH2:12][CH2:13][CH2:14][CH2:15][N:16]2[C:24](=[O:25])[C:23]3[C:18](=[CH:19][CH:20]=[CH:21][CH:22]=3)[C:17]2=[O:26])[CH:30]=[CH:31][CH:32]=1. Procedure: Using General Procedure A: Reaction of 2-[4-(5,6,7,8-tetrahydro-quinolin-8-ylamino)-butyl]-isoindole-1,3-dione, 2-(6-bromomethyl-pyridin-2-yl)-isoindole-1,3-dione (Goswami, S. et al. J. Am. Chem. Soc. 1989, 111, 3425-6), and DIPEA in CH3CN gave 2-{4-[[6-(1,3-dioxo-1,3-dihydro-isoindol-2-yl)-pyridin-2-ylmethyl]-(5,6,7,8-tetrahydro-quinolin-8-yl)-amino]-butyl}-isoindole-1,3-dione as a tan solid. Deprotection with hydrazine following General Procedure E gave the free base. Conversion to the HBr sal... Starting materials: NC1=CC(=C(C#N)C=C1[N+](=O)[O-])F (4-amino-2-fluoro-5-nitrobenzonitrile), N1C=NC=C1 (imidazole). Solvent: O (water), CN(C)C=O (DMF). Run at temperature 100 celsius, time 1 hour. Yields the product NC1=CC(=C(C#N)C=C1[N+](=O)[O-])N1C=NC=C1 (4-amino-2-(1-imidazolyl)-5-nitrobenzonitrile). Yield: 94.8%. Reaction SMILES: [NH2:1][C:2]1[C:9]([N+:10]([O-:12])=[O:11])=[CH:8][C:5]([C:6]#[N:7])=[C:4](F)[CH:3]=1.[NH:14]1[CH:18]=[CH:17][N:16]=[CH:15]1>CN(C=O)C.O>[NH2:1][C:2]1[C:9]([N+:10]([O-:12])=[O:11])=[CH:8][C:5]([C:6]#[N:7])=[C:4]([N:14]2[CH:18]=[CH:17][N:16]=[CH:15]2)[CH:3]=1. Procedure: In 5 ml of DMF were dissolved 1 g of 4-amino-2-fluoro-5-nitrobenzonitrile and 1.1 g of imidazole, and the mixture was stirred at 100° C. for 1 hour. The reaction mixture was then diluted with water and the resulting crystals were recovered by filtration to provide 1.2 g of 4-amino-2-(1-imidazolyl)-5-nitrobenzonitrile. Physicochemical properties: Reactants: Brc1ccccc1, CC(C)(C)P(C(C)(C)C)C(C)(C)C, C1CCOC1, CC(C)(C)[O-], CCC(=O)c1ccccc1, [Na+], CC(=O)[O-], CC(=O)[O-], [Pd+2]. Product: CC(C(=O)c1ccccc1)c1ccccc1. Reaction SMILES: [Br:20][c:21]1[cH:22][cH:23][cH:24][cH:25][cH:26]1.[C:1]([P:2]([C:3]([CH3:4])([CH3:5])[CH3:6])[C:7]([CH3:8])([CH3:9])[CH3:10])([CH3:11])([CH3:12])[CH3:13].[CH2:37]1[O:38][CH2:39][CH2:40][CH2:41]1.[CH3:14][C:15]([CH3:16])([O-:17])[CH3:18].[CH3:27][CH2:28][C:29](=[O:30])[c:31]1[cH:32][cH:33][cH:34][cH:35][cH:36]1.[Na+:19].[O-:43][C:44]([CH3:45])=[O:46].[O-:47][C:48]([CH3:49])=[O:50].[Pd+2:42]>>[c:21]1([CH:28]([CH3:27])[C:29](=[O:30])[c:31]2[cH:32][cH:33][cH:34][cH:35][cH:36]2)[cH:22][cH:23][cH:24][cH:25][cH:26]1. The reactants are CC(C)(C)[Si](C)(C)OCC1CNCC1c1ccco1, O=C([O-])O, COC(=O)c1ccc(OC(=O)Cl)cc1, [Na+], C1CCOC1, O. Yields the product COC(=O)c1ccc(OC(=O)N2CC(CO[Si](C)(C)C(C)(C)C)C(c3ccco3)C2)cc1. Reaction SMILES: [C:1]([CH3:2])([CH3:3])([CH3:4])[Si:5]([O:6][CH2:7][CH:8]1[CH2:9][NH:10][CH2:11][CH:12]1[c:13]1[o:14][cH:15][cH:16][cH:17]1)([CH3:18])[CH3:19].[C:20](=[O:21])([OH:22])[O-:23].[Cl:25][C:26](=[O:27])[O:28][c:29]1[cH:30][cH:31][c:32]([C:33](=[O:34])[O:35][CH3:36])[cH:37][cH:38]1.[Na+:24].[O:40]1[CH2:41][CH2:42][CH2:43][CH2:44]1.[OH2:39]>>[C:1]([CH3:2])([CH3:3])([CH3:4])[Si:5]([O:6][CH2:7][CH:8]1[CH2:9][N:10]([C:26](=[O:27])[O:28][c:29]2[cH:30][cH:31][c:32]([C:33](=[O:34])[O:35][CH3:36])[cH:37][cH:38]2)[CH2:11][CH:12]1[c:13]1[o:14][cH:15][cH:16][cH:17]1)([CH3:18])[CH3:19]. Starting materials: C(C)(C)(C)C1=CC(=C(N1CCC1=CC=C(C=C1)F)C)C(=O)OCC (ethyl 5-tert-butyl-1-[2-(4-fluorophenyl)ethyl]-2-methyl-1H-pyrrole-3-carboxylate), [OH-].[Na+] (sodium hydroxide). Solvent: C(C)O (ethanol), O1CCCC1 (tetrahydrofuran). Run at time 8 hour. The product is C(C)(C)(C)C1=CC(=C(N1CCC1=CC=C(C=C1)F)C)C(=O)O (5-tert-butyl-1-[2-(4-fluorophenyl)ethyl]-2-methyl-1H-pyrrole-3-carboxylic acid). Reaction SMILES: [C:1]([C:5]1[N:9]([CH2:10][CH2:11][C:12]2[CH:17]=[CH:16][C:15]([F:18])=[CH:14][CH:13]=2)[C:8]([CH3:19])=[C:7]([C:20]([O:22]CC)=[O:21])[CH:6]=1)([CH3:4])([CH3:3])[CH3:2].[OH-].[Na+]>C(O)C.O1CCCC1>[C:1]([C:5]1[N:9]([CH2:10][CH2:11][C:12]2[CH:13]=[CH:14][C:15]([F:18])=[CH:16][CH:17]=2)[C:8]([CH3:19])=[C:7]([C:20]([OH:22])=[O:21])[CH:6]=1)([CH3:4])([CH3:2])[CH3:3] |f:1.2|. Procedure: A 15.91 g portion of ethyl 5-tert-butyl-1-[2-(4-fluorophenyl)ethyl]-2-methyl-1H-pyrrole-3-carboxylate was dissolved in a mixture of 200 ml of ethanol and 20 ml of tetrahydrofuran at 80° C., and 96.01 ml of a 5 M sodium hydroxide aqueous solution was added thereto, followed by overnight stirring at the same temperature and then further stirring at 100° C. for 6 hours. The reaction liquid was concentrated to about 150 ml, and, under ice-cooling, 6 M hydrochloric acid was added thereto until pH bec... The reactants are O.Cl.Cl.C1(OCCC2=CC=CC=C12)CCN1CCN(CC1)C1=C(C=CC=C1)OC (1-[2-(Isochroman-1-yl)ethyl]-4-(2-methoxyphenyl)piperazine dihydrochloride monohydrate), C(=O)OCC (ethyl formate). Yields the product C(=O)N1CCN(CC1)C1=CC=C(C=C1)OC (1-formyl-4-(4-methoxyphenyl)piperazine). RXN SMILES: [OH2:1].Cl.Cl.C1(C[CH2:15][N:16]2[CH2:21][CH2:20][N:19]([C:22]3[CH:27]=[CH:26][CH:25]=[CH:24][C:23]=3OC)[CH2:18][CH2:17]2)C2C(=CC=CC=2)CCO1.[CH:30](OCC)=[O:31]>>[CH:15]([N:16]1[CH2:17][CH2:18][N:19]([C:22]2[CH:23]=[CH:24][C:25]([O:31][CH3:30])=[CH:26][CH:27]=2)[CH2:20][CH2:21]1)=[O:1] |f:0.1.2.3|. Procedure details: A mixture of 1-(4-methoxyphenyl)piperazine (XI, 7.41 g) and ethyl formate (108 ml) is stirred at reflux for 3 hr. The mixture is then cooled, concentrated, and the residue chromatographed on silica gel eluting with methanol/dichloromethane (2/98). The appropriate fractions are pooled and concentrated to give 1-formyl-4-(4-methoxyphenyl)piperazine (VI), NMR (CDCl3) δ 3.05, 3.54, 3.71, 3.78, 6.88, 8.10. The reactants are C=1C=CC(=CC1)C2=CC(=O)C=3C(=CC(=C(C3O)O)O)O2 (Baicalein), C=O (formaldehyde), OCCN1CCNCC1 (4-N-hydroxyethyl-piperazine). Run in CO (methanol). Reaction conditions: temperature 51 celsius, time 4 hour. Yields the product OC1=C2C(C=C(OC2=C(C(=C1O)O)CN1CCN(CC1)CCO)C1=CC=CC=C1)=O (5,6,7-trihydroxy-8-((4-(2-hydroxyethyl)piperazin-1-yl)methyl)-2-phenyl-4H-chromen-4-one). Reaction SMILES: [CH:1]1[CH:2]=[CH:3][C:4]([C:7]2[O:20][C:12]3=[CH:13][C:14]([OH:19])=[C:15]([OH:18])[C:16]([OH:17])=[C:11]3[C:9](=[O:10])[CH:8]=2)=[CH:5][CH:6]=1.[CH2:21]=O.[OH:23][CH2:24][CH2:25][N:26]1[CH2:31][CH2:30][NH:29][CH2:28][CH2:27]1>CO>[OH:17][C:16]1[C:15]([OH:18])=[C:14]([OH:19])[C:13]([CH2:21][N:29]2[CH2:30][CH2:31][N:26]([CH2:25][CH2:24][OH:23])[CH2:27][CH2:28]2)=[C:12]2[C:11]=1[C:9](=[O:10])[CH:8]=[C:7]([C:4]1[CH:3]=[CH:2][CH:1]=[CH:6][CH:5]=1)[O:20]2. Procedure details: The mixture of Baicalein (27 g), methanol (350 ml), 37% formaldehyde solution (8.04 ml), 4-N-hydroxyethyl-piperazine (13.1 g) was stirred under for 4 hours at 51° C., then precipitates were removed by filtration and washed several times with methanol, after drying under reduced pressure at 55° C. to get the product as yellow solid 40.3 g of purity 98.5%. m.p.: 192° C. MS: (API-ES) m/z 413.3 [M+H]+, 435.2 [M+Na]+, 825.5[2M+H]+, 847.5[2M+Na]+; 1H NMR (DMSO-d6/CFCOOD, 400 MHz): δ 8.18˜8.19 (m, 2H, ...